Dataset: the Open Reaction Database (ORD), a public repository of structured organic reaction records. Task: describe an organic reaction: reactants, conditions, products, and yield Starting materials: ClCCl (dichloromethane), N1N=C(N=C1)C=1C=C(C(=O)N)C=C(C1)C(F)(F)F (3-(1H-1,2,4-triazol-3-yl)-5-(trifluoromethyl)benzamide), O=P(Cl)(Cl)Cl (POCl3), CO (Methanol). Run in CN(C)C=O (DMF). Conditions: temperature 25 celsius, time 1.5 hour. The product is N1N=C(N=C1)C=1C=C(C#N)C=C(C1)C(F)(F)F (3-(1H-1,2,4-triazol-3-yl)-5-(trifluoromethyl)benzonitrile). The yield is 107.6%. As a reaction SMILES: [NH:1]1[CH:5]=[N:4][C:3]([C:6]2[CH:7]=[C:8]([CH:12]=[C:13]([C:15]([F:18])([F:17])[F:16])[CH:14]=2)[C:9]([NH2:11])=O)=[N:2]1.O=P(Cl)(Cl)Cl.CO.ClCCl>CN(C=O)C>[NH:1]1[CH:5]=[N:4][C:3]([C:6]2[CH:7]=[C:8]([CH:12]=[C:13]([C:15]([F:16])([F:17])[F:18])[CH:14]=2)[C:9]#[N:11])=[N:2]1. Reported procedure: In 3-neck 50 mL round-bottomed flask, 3-(1H-1,2,4-triazol-3-yl)-5-(trifluoromethyl)benzamide (0.5 g, 1 eq.) and POCl3 (2.0 mL, 4 eq.) was dissolved in DMF (15 mL, 15 Vol) and reaction mixture was stirred at 25° C. for 1-2 hr. The progress of the reaction was followed by TLC analysis on silica gel with 10% Methanol:dichloromethane as mobile phase and visualization with UV, SM Rf=0.35 and Product Rf=0.45. Reaction mixture was concentrated under reduced pressure to afford 0.1.2 g of crude compound.... The reactants are OC(C(N[C@H](C)C1=CC=CC=C1)=O)[C@H](CCCCNC(=O)N1CCOCC1)NC(OCC1(CCC1)CC=1C=NC=CC1)=O ([1-(3-pyridinylmethyl)cyclobutyl]methyl(1S)-1-(1-hydroxy-2-oxo-2-{[(1R)-1-phenylethyl]amino}ethyl)-5-[(4-morpholinylcarbonyl)amino]pentylcarbamate), OC(C(N[C@H](C)C1=CC=CC=C1)=O)[C@H](CCCCNC(=O)N1CCOCC1)NC(OCC1(CCCCC1)CC1=CC=CC=C1)=O ((1-benzylcyclohexyl)methyl(1S)-1-(1-hydroxy-2-oxo-2-{[(1R)-1-phenylethyl]amino}ethyl)-5-[(4-morpholinylcarbonyl)amino]pentylcarbamate). The product is N1(CCOCC1)C(=O)NCCCC[C@@H](C(C(N[C@H](C)C1=CC=CC=C1)=O)=O)NC(OCC1(CCC1)CC=1C=NC=CC1)=O ([1-(3-Pyridinylmethyl)cyclobutyl]methyl(1S)-5-[(4-morpholinylcarbonyl)amino]-1-(oxo{[(1R)-1-phenylethyl]amino}acetyl)pentylcarbamate). Reaction SMILES: [OH:1][CH:2]([C@@H:14]([NH:28][C:29](=[O:43])[O:30][CH2:31][C:32]1([CH2:36][C:37]2[CH:38]=[N:39][CH:40]=[CH:41][CH:42]=2)[CH2:35][CH2:34][CH2:33]1)[CH2:15][CH2:16][CH2:17][CH2:18][NH:19][C:20]([N:22]1[CH2:27][CH2:26][O:25][CH2:24][CH2:23]1)=[O:21])[C:3](=[O:13])[NH:4][C@@H:5]([C:7]1[CH:12]=[CH:11][CH:10]=[CH:9][CH:8]=1)[CH3:6].OC([C@@H](NC(=O)OCC1(CC2C=CC=CC=2)CCCCC1)CCCCNC(N1CCOCC1)=O)C(=O)N[C@@H](C1C=CC=CC=1)C>>[N:22]1([C:20]([NH:19][CH2:18][CH2:17][CH2:16][CH2:15][C@H:14]([NH:28][C:29](=[O:43])[O:30][CH2:31][C:32]2([CH2:36][C:37]3[CH:38]=[N:39][CH:40]=[CH:41][CH:42]=3)[CH2:35][CH2:34][CH2:33]2)[C:2](=[O:1])[C:3](=[O:13])[NH:4][C@@H:5]([C:7]2[CH:12]=[CH:11][CH:10]=[CH:9][CH:8]=2)[CH3:6])=[O:21])[CH2:27][CH2:26][O:25][CH2:24][CH2:23]1. Procedure details: [1-(3-Pyridinylmethyl)cyclobutyl]methyl(1S)-5-[(4-morpholinylcarbonyl)amino]-1-(oxo{[(1R)-1-phenylethyl]amino}acetyl)pentylcarbamate was prepared as in example 9j except that [1-(3-pyridinylmethyl)cyclobutyl]methyl(1S)-1-(1-hydroxy-2-oxo-2-{[(1R)-1-phenylethyl]amino}ethyl)-5-[(4-morpholinylcarbonyl)amino]pentylcarbamate was substituted for (1-benzylcyclohexyl)methyl(1S)-1-(1-hydroxy-2-oxo-2-{[(1R)-1-phenylethyl]amino}ethyl)-5-[(4-morpholinylcarbonyl)amino]pentylcarbamate. ES-LCMS m/z 616 (M+Na).... Starting materials: CC1(CC(C=2CCCNC2C1)=O)C (7,7-Dimethyl-1,2,3,4,7,8-hexahydro-quinolin-5(6H)-one), BrCCC(C)C (1-bromo-3-methylbutane). Product: CC1(CC(C=2CCCN(C2C1)CCC(C)C)=O)C (7,7-Dimethyl-1,2,3,4,7,8-hexahydro-1-(3-methylbutyl)-quinoline-5(6H)-one). Reaction SMILES: [CH3:1][C:2]1([CH3:13])[CH2:11][C:10]2[NH:9][CH2:8][CH2:7][CH2:6][C:5]=2[C:4](=[O:12])[CH2:3]1.Br[CH2:15][CH2:16][CH:17]([CH3:19])[CH3:18]>>[CH3:1][C:2]1([CH3:13])[CH2:11][C:10]2[N:9]([CH2:15][CH2:16][CH:17]([CH3:19])[CH3:18])[CH2:8][CH2:7][CH2:6][C:5]=2[C:4](=[O:12])[CH2:3]1. Procedure details: 7,7-Dimethyl-1,2,3,4,7,8-hexahydro-quinolin-5(6H)-one was reacted with 1-bromo-3-methylbutane according to the procedures of Part b) of Example 1 to give 7,7-dimethyl-1,2,3,4,7,8-hexahydro-1-(3-methylbutyl)-quinolin-5(6H)-one (18) as a pale yellow oil. The reactants are C(C)(C)(C)OC(=O)NCCC=1C=C(C=C(C1)CC1=CC=C(C=C1)F)CCC(=O)OCC (ethyl 3-[2-(t-butoxycarbonylamino)ethyl]-5-[(4-fluorophenyl)methyl]benzene-propanoate), FC(C(=O)O)(F)F (trifluoracetic acid). The solvent is ClCCl (dichloromethane). Conditions: time 8 hour. Product: NCCC=1C=C(C=C(C1)CC1=CC=C(C=C1)F)CCC(=O)OCC (Ethyl 3-(2-aminoethyl)-5-[(4-fluorophenyl)methyl]-benzenepropanoate). Yield: 62.4%. As a reaction SMILES: C(OC([NH:8][CH2:9][CH2:10][C:11]1[CH:12]=[C:13]([CH2:25][CH2:26][C:27]([O:29][CH2:30][CH3:31])=[O:28])[CH:14]=[C:15]([CH2:17][C:18]2[CH:23]=[CH:22][C:21]([F:24])=[CH:20][CH:19]=2)[CH:16]=1)=O)(C)(C)C.FC(F)(F)C(O)=O>ClCCl>[NH2:8][CH2:9][CH2:10][C:11]1[CH:12]=[C:13]([CH2:25][CH2:26][C:27]([O:29][CH2:30][CH3:31])=[O:28])[CH:14]=[C:15]([CH2:17][C:18]2[CH:23]=[CH:22][C:21]([F:24])=[CH:20][CH:19]=2)[CH:16]=1. Reported procedure: A solution of ethyl 3-[2-(t-butoxycarbonylamino)ethyl]-5-[(4-fluorophenyl)methyl]benzene-propanoate (2.36 g) and trifluoracetic acid (5 ml) in dichloromethane (25 ml) was allowed to stand at room temperature overnight and then evaporated. The residue was partitioned between ether and dilute sodium hydroxide solution. The organic layer was separated, washed with water and dried (MgSO4). The solvent was evaporated and the residue chromatographed on silica eluting with mixtures of dichloromethane, ... Starting materials: FC=1C=C(C=NC1)C(CC(C=C1CCN(CC1)C(C1=CC(=C(C=C1)OC(C)C)C)=O)=O)=O (1-(5-fluoro-3-pyridyl)-4-[1-(4-isopropoxy-3-methyl-benzoyl)-4-piperidylidene]butane-1,3-dione), C(C)(=O)O (acetic acid), C(C)(=O)OCC (ethyl acetate). Reaction SMILES: [F:1][C:2]1[CH:3]=[C:4]([C:8](=[O:32])[CH2:9][C:10](=[O:31])[CH:11]=[C:12]2[CH2:17][CH2:16][N:15]([C:18](=[O:30])[C:19]3[CH:24]=[CH:23][C:22]([O:25][CH:26]([CH3:28])[CH3:27])=[C:21]([CH3:29])[CH:20]=3)[CH2:14][CH2:13]2)[CH:5]=[N:6][CH:7]=1.C(O)(=O)C.C(OCC)(=O)C>O>[F:1][C:2]1[CH:3]=[C:4]([C:8]2[O:32][C:12]3([CH2:13][CH2:14][N:15]([C:18](=[O:30])[C:19]4[CH:24]=[CH:23][C:22]([O:25][CH:26]([CH3:28])[CH3:27])=[C:21]([CH3:29])[CH:20]=4)[CH2:16][CH2:17]3)[CH2:11][C:10](=[O:31])[CH:9]=2)[CH:5]=[N:6][CH:7]=1. Run in O (water). Procedure: A mixture of 1-(5-fluoro-3-pyridyl)-4-[1-(4-isopropoxy-3-methyl-benzoyl)-4-piperidylidene]butane-1,3-dione (100 mg, 0.23 mmol) in acetic acid (1.7 mL, 30 mmol) was heated at 120° C. for 1 h. The reaction mixture was cooled to 25° C. and repartitioned between ethyl acetate and water. The aqueous layer was separated and extracted with ethyl acetate (3×50 mL). The combined organics were washed with brine, dried over magnesium sulfate, and concentrated to dryness. The crude product was purified on s... Conditions: temperature 120 celsius. The yield is 91.2%. Product: FC=1C=C(C=NC1)C1=CC(CC2(CCN(CC2)C(C2=CC(=C(C=C2)OC(C)C)C)=O)O1)=O (10-(5-fluoro-3-pyridyl)-3-(4-isopropoxy-3-methyl-benzoyl)-11-oxa-3-azaspiro[5.5]undec-9-en-8-one).